This data is from the Open Reaction Database (ORD), a public repository of structured organic reaction records. The task is: describe an organic reaction: reactants, conditions, products, and yield Starting materials: C(C)(C)(CC)C1=C(C(=CC=C1)C(C)(C)CC)O (2,6-di-tert-amylphenol), C(C=O)(=O)O (glyoxylic acid), Cl (hydrogen chloride). Run in ice water, C(C)(=O)O (acetic acid). The product is C(C)(C)(CC)C1=CC(C=C(C1=O)C(C)(C)CC)=CC(=O)O ((3,5-Di-tert-amyl-4-oxocyclohexa-2,5-dienylidene)acetic Acid). Isolated yield 35.0%. RXN SMILES: [C:1]([C:6]1[CH:11]=[CH:10][CH:9]=[C:8]([C:12]([CH2:15][CH3:16])([CH3:14])[CH3:13])[C:7]=1[OH:17])([CH2:4][CH3:5])([CH3:3])[CH3:2].[C:18]([OH:22])(=[O:21])[CH:19]=O.Cl>C(O)(=O)C>[C:12]([C:8]1[C:7](=[O:17])[C:6]([C:1]([CH2:4][CH3:5])([CH3:3])[CH3:2])=[CH:11][C:10](=[CH:19][C:18]([OH:22])=[O:21])[CH:9]=1)([CH2:15][CH3:16])([CH3:14])[CH3:13]. Reported procedure: 15.0 g (0.064 Mol) of 2,6-di-tert-amylphenol and 11.4 g (0.077 mol) of 50% aqueous glyoxylic acid are dissolved in 100 ml of acetic acid. The solution is then saturated at 15°-25° C. with hydrogen chloride gas and stirred at room temperature for additional four hours. The mixture is then poured in 400 ml of ice-water and extracted with 200 ml of ethyl acetate. The ethyl acetate layer is washed several times with water, dryed over anhydrous sodium sulfate, and evaporated in vacuo. The oily residu...